From a dataset of the Open Reaction Database (ORD), a public repository of structured organic reaction records. describe an organic reaction: reactants, conditions, products, and yield Starting materials: N(=O)[O-].[Na+] (NaNO2), NC1=CC2=C(CCN(CC2)C(C)=O)C=C1 (1-(7-amino-1,2,4,5-tetrahydrobenzo[d]azepin-3-yl)ethanone), C(#N)[Cu] (CuCN), [C-]#N.[Na+] (NaCN). The solvent is OS(=O)(=O)O (H2SO4), O (H2O). Conditions: temperature 0 celsius. The product is C(#N)C1=CC2=C(CCN(CC2)C(C)=O)C=C1 (1-(7-cyano-1,2,4,5-tetrahydrobenzo[d]azepin-3-yl)ethanone). The yield is 63.6%. RXN SMILES: N([O-])=O.[Na+].N[C:6]1[CH:19]=[CH:18][C:9]2[CH2:10][CH2:11][N:12]([C:15](=[O:17])[CH3:16])[CH2:13][CH2:14][C:8]=2[CH:7]=1.[C:20]([Cu])#[N:21].[C-]#N.[Na+]>OS(O)(=O)=O.O>[C:20]([C:6]1[CH:19]=[CH:18][C:9]2[CH2:10][CH2:11][N:12]([C:15](=[O:17])[CH3:16])[CH2:13][CH2:14][C:8]=2[CH:7]=1)#[N:21] |f:0.1,4.5|. Procedure: NaNO2 (0.53 g, 1.05 eq) was added portion wise to a solution of 1-(7-amino-1,2,4,5-tetrahydrobenzo[d]azepin-3-yl)ethanone (1.5 g, 1 eq) in 1.5 M H2SO4 (10 mL) maintained to 0° C. The obtained solution was added drop wise to a solution of CuCN (0.8 g, 1.23 eq) and NaCN (1.25 g, 3.42 eq) in H2O (5 ml), then the reaction mixture was allowed to warm to room temperature and extracted with ethyl acetate. The organic solution was washed with 5% aqueous NaHCO3 and brine, then dried over Na2SO4 and conce...